The task is: describe an organic reaction: reactants, conditions, products, and yield. This data is from the Open Reaction Database (ORD), a public repository of structured organic reaction records. Reactants: [N+](=O)([O-])C1=C(C=NC=C1)NC1=CC=C2C=NNC2=C1 (N-(4-nitro-3-pyridinyl)-1H-indazol-6-amine), oxide. The reagents and catalysts are O=[Pt]=O (PtO2). Run in C(C)O (ethanol), C(C)O (ethanol). Reaction conditions: time 20 hour. The product is NC1=C(C=NC=C1)NC1=CC=C2C=NNC2=C1 (N-(4-Amino-3-pyridinyl)-1H-indazol-6-amine). Reaction SMILES: [N+:1]([C:4]1[CH:9]=[CH:8][N:7]=[CH:6][C:5]=1[NH:10][C:11]1[CH:19]=[C:18]2[C:14]([CH:15]=[N:16][NH:17]2)=[CH:13][CH:12]=1)([O-])=O>C(O)C.O=[Pt]=O>[NH2:1][C:4]1[CH:9]=[CH:8][N:7]=[CH:6][C:5]=1[NH:10][C:11]1[CH:19]=[C:18]2[C:14]([CH:15]=[N:16][NH:17]2)=[CH:13][CH:12]=1. Procedure details: To PtO2 (0.3 g) in 10 ml of ethanol was added N-(4-nitro-3-pyridinyl)-1H-indazol-6-amine, N6 -oxide (2.0 g) in 240 ml of ethanol and this was hydrogenated on a Parr apparatus at 60 psi for 20 hours. The mixture was filtered and concentrated to an oil (2.1 g). This material was eluted with 20% methanol/DCM on a silica gel column via HPLC. The desired fractions were concentrated to a solid (0.7 g), which was recrystallized from acetonitrile to yield a solid 0.5 g, m.p. 214°-216° C. Yields the product C1(CCC2=CC=CC=C12)=O (indanone). Solvent: CC1CC(C2=C(C=CC(=C12)C)O)=O (3,4-dimethyl-7-hydroxyindan-1-one), C(C)O (ethanol). Starting materials: CC1C(C2=CC3=C(C=C2C1)OCO3)=O (2-methyl-5,6-methylenedioxyindan-1-one). RXN SMILES: C[CH:2]1[CH2:10][C:9]2[C:4](=[CH:5][C:6]3OCO[C:7]=3[CH:8]=2)[C:3]1=[O:14]>CC1C2C(=C(O)C=CC=2C)C(=O)C1.C(O)C>[C:3]1(=[O:14])[C:4]2[C:9](=[CH:8][CH:7]=[CH:6][CH:5]=2)[CH2:10][CH2:2]1. Procedure details: The above-described aromatic composition according to the present process is added in an amount of 1 ppm to the materials of cookies, and this materials are baked to form cookies. Likewise, the mixture (in the ratio 2:1) of 2-methyl-5,6-methylenedioxyindan-1-one and 3,4-dimethyl-7-hydroxyindan-1-one is dissolved in ethanol in an amount of 5 %, and the solution is added to the materials of cookies in an amount to give 10 ppm by weight of said indanone compounds mixture to the materials of cookies... Reactants: C1CCOC1, CC(=O)N1CC=C(c2cccnc2F)CC1, [OH-], [OH-], [Pd+2]. Yields the product CC(=O)N1CCC(c2cccnc2F)CC1. Reaction SMILES: [CH2:20]1[O:21][CH2:22][CH2:23][CH2:24]1.[F:1][c:2]1[n:3][cH:4][cH:5][cH:6][c:7]1[C:8]1=[CH:9][CH2:10][N:11]([C:14]([CH3:15])=[O:16])[CH2:12][CH2:13]1.[OH-:17].[OH-:19].[Pd+2:18]>>[F:1][c:2]1[n:3][cH:4][cH:5][cH:6][c:7]1[CH:8]1[CH2:9][CH2:10][N:11]([C:14]([CH3:15])=[O:16])[CH2:12][CH2:13]1.